From a dataset of the Open Reaction Database (ORD), a public repository of structured organic reaction records. describe an organic reaction: reactants, conditions, products, and yield Starting materials: NCCCC(C(=O)O)(P(=O)(O)O)O (5-Amino-2-hydroxy-2-phosphonopentanoic Acid), [C-]#N.[K+] (potassium cyanide), C(C)(=O)O (acetic acid). Solvent: C(C)O (ethanol), O (water), C(C)O (ethanol). Product: C(#N)CCC(C(=O)OCC)=O (ethyl 4-cyano-2-oxo-butanoate). Reaction SMILES: [NH2:1][CH2:2][CH2:3][CH2:4][C:5]([OH:13])(P(O)(O)=O)[C:6]([OH:8])=[O:7].[C-]#N.[K+].[C:17](O)(=O)[CH3:18]>C(O)C.O>[C:2]([CH2:3][CH2:4][C:5](=[O:13])[C:6]([O:8][CH2:17][CH3:18])=[O:7])#[N:1] |f:1.2|. Procedure: To a solution of 12.8 g (0.10 mole) of ethyl 2-oxo-3-butenoic acid (prepared as in Example 1) in 100 ml of ethanol and 50 ml of water is added 6.5 g (0.10 mole) of potassium cyanide. The mixture is stirred at 30°-50° for about one hour, during which time a solution of 6.0 g (0.10 mole) of acetic acid in 20 ml of ethanol is slowly dripped in. After addition is complete, the mixture is cooled to room temperature and the solvent is removed under vacuum. The residue is partitioned between water and ... The reactants are [BH4-].[Na+] (Sodium borohydride), NC(=O)NC=1NC2=CC(=CC=C2C1C(=O)N)C1=CC(=CC=C1)C=O (2-aminocarbonylamino-6-(3-formylphenyl)indole-3-carboxamide), NC(=O)NC=1NC2=CC(=CC=C2C1C(=O)N)C1=CC(=CC=C1)C=O (2-aminocarbonylamino-6-(3-formylphenyl)indole-3-carboxamide). Solvent: CO (methanol), O1CCCC1 (tetrahydrofuran). Run at time 8 hour. Yields the product NC(=O)NC=1NC2=CC(=CC=C2C1C(=O)N)C1=CC(=CC=C1)CO (2-Aminocarbonylamino-6-(3-hydroxymethylphenyl)indole-3-carboxamide). The yield is 58.7%. Reaction SMILES: [BH4-].[Na+].[NH2:3][C:4]([NH:6][C:7]1[NH:8][C:9]2[C:14]([C:15]=1[C:16]([NH2:18])=[O:17])=[CH:13][CH:12]=[C:11]([C:19]1[CH:24]=[CH:23][CH:22]=[C:21]([CH:25]=[O:26])[CH:20]=1)[CH:10]=2)=[O:5]>CO.O1CCCC1>[NH2:3][C:4]([NH:6][C:7]1[NH:8][C:9]2[C:14]([C:15]=1[C:16]([NH2:18])=[O:17])=[CH:13][CH:12]=[C:11]([C:19]1[CH:24]=[CH:23][CH:22]=[C:21]([CH2:25][OH:26])[CH:20]=1)[CH:10]=2)=[O:5] |f:0.1|. Reported procedure: Sodium borohydride (0.23 g, 6.2 mmol) was added to a solution mixture of 2-aminocarbonylamino-6-(3-formylphenyl)indole-3-carboxamide (Compound 4-69, 1.0 g, 3.1 mmol) in anhydrous methanol and anhydrous tetrahydrofuran (methanol/tetrahydrofuran=1/1, 60 mL) under ice-cooling, and the mixture was stirred at room temperature overnight. After the reaction mixture was concentrated under reduced pressure, the precipitated solid was washed with water (30 mL), ethyl acetate (30 mL), and dried under reduc... Starting materials: CN(C)C=O, [H-], CI, [Na+], c1ccc(CNc2ccccc2)cc1. Product: CN(Cc1ccccc1)c1ccccc1. Reaction SMILES: [CH3:19][N:20]([CH3:21])[CH:22]=[O:23].[H-:1].[I:17][CH3:18].[Na+:2].[c:3]1([NH:9][CH2:10][c:11]2[cH:12][cH:13][cH:14][cH:15][cH:16]2)[cH:4][cH:5][cH:6][cH:7][cH:8]1>>[c:3]1([N:9]([CH2:10][c:11]2[cH:12][cH:13][cH:14][cH:15][cH:16]2)[CH3:18])[cH:4][cH:5][cH:6][cH:7][cH:8]1. Starting materials: C(C)(=O)O (acetic acid), C(#N)[BH3-].[Na+] (sodium cyanoborohydride), O=C1N(C=CC2=CC=C(C=C12)C(=O)OC)CC=O (methyl 1-oxo-2-(2-oxoethyl)-1,2-dihydroisoquinoline-7-carboxylate), N1(N=CC=C1)C=1C=C(N)C=CC1 (3-(1H-pyrazol-1-yl)aniline). The solvent is CO (methanol), O (water). Run at time 8 hour. Yields the product O=C1N(C=CC2=CC=C(C=C12)C(=O)OC)CCNC1=CC(=CC=C1)N1N=CC=C1 (methyl 1-oxo-2-(2-{[3-(1H-pyrazol-1-yl)phenyl]amino}ethyl)-1,2-dihydroisoquinoline-7-carboxylate). Isolated yield 59.1%. RXN SMILES: [O:1]=[C:2]1[C:11]2[C:6](=[CH:7][CH:8]=[C:9]([C:12]([O:14][CH3:15])=[O:13])[CH:10]=2)[CH:5]=[CH:4][N:3]1[CH2:16][CH:17]=O.[N:19]1([C:24]2[CH:25]=[C:26]([CH:28]=[CH:29][CH:30]=2)[NH2:27])[CH:23]=[CH:22][CH:21]=[N:20]1.C(O)(=O)C.C([BH3-])#N.[Na+]>CO.O>[O:1]=[C:2]1[C:11]2[C:6](=[CH:7][CH:8]=[C:9]([C:12]([O:14][CH3:15])=[O:13])[CH:10]=2)[CH:5]=[CH:4][N:3]1[CH2:16][CH2:17][NH:27][C:26]1[CH:28]=[CH:29][CH:30]=[C:24]([N:19]2[CH:23]=[CH:22][CH:21]=[N:20]2)[CH:25]=1 |f:3.4|. Reported procedure: A solution of methyl 1-oxo-2-(2-oxoethyl)-1,2-dihydroisoquinoline-7-carboxylate (0.15 g, 0.61 mmol) and 3-(1H-pyrazol-1-yl)aniline (0.15 g, 0.92 mmol) in methanol (2 mL) was stirred at rt for 30 mins. Then acetic acid (3.5 μL, 0.06 mmol) and sodium cyanoborohydride (96 mg, 1.5 mmol) was added and the reaction mixture was stirred at rt overnight. The mixture was diluted with water and extracted with DCM (2×). The combined organic phases were then washed with water, and brine, dried over anhydrous... The reactants are C(#N)[BH3-].[Na+] (sodium cyanoborohydride), C(=O)(O)[O-].[Na+] (NaHCO3), C1(=CC=CC2=CC=CC=C12)[C@@H](C)N ((R)-1-(naphthalen-1-yl)ethanamine), C1C(CCC2=CC=CC=C12)=O (3,4-dihydronaphthalen-2(1H)-one), C(C)(=O)O (Acetic acid). The solvent is O (water), CO (methanol). Reaction conditions: time 5 minute. Yields the product C1(=CC=CC2=CC=CC=C12)[C@@H](C)NC1CC2=CC=CC=C2CC1 (N—((R)-1-(Naphthalen-1-yl)ethyl)-1,2,3,4-tetrahydronaphthalen-2-amine). As a reaction SMILES: [C:1]1([C@H:11]([NH2:13])[CH3:12])[C:10]2[C:5](=[CH:6][CH:7]=[CH:8][CH:9]=2)[CH:4]=[CH:3][CH:2]=1.[CH2:14]1[C:23]2[C:18](=[CH:19][CH:20]=[CH:21][CH:22]=2)[CH2:17][CH2:16][C:15]1=O.C(O)(=O)C.C([BH3-])#N.[Na+].C([O-])(O)=O.[Na+]>CO.O>[C:1]1([C@H:11]([NH:13][CH:20]2[CH2:21][CH2:22][C:23]3[C:18](=[CH:17][CH:16]=[CH:15][CH:14]=3)[CH2:19]2)[CH3:12])[C:10]2[C:5](=[CH:6][CH:7]=[CH:8][CH:9]=2)[CH:4]=[CH:3][CH:2]=1 |f:3.4,5.6|. Reported procedure: To a stirred solution of (R)-1-(naphthalen-1-yl)ethanamine (4.77 ml, 29.5 mmol) in methanol (50 mL) was added 3,4-dihydronaphthalen-2(1H)-one (4.80 g, 32.8 mmol) at 0° C. Acetic acid (2.349 mL, 41.0 mmol) was added and the reaction was stirred for 5 min. After that the reaction was warmed to RT and further stirred for 20 minutes. Again reaction was cooled to 0° C. and sodium cyanoborohydride (3.09 g, 49.2 mmol) was added stirred overnight at RT. After completion of reaction, —NaHCO3 solution (20... The reactants are C1(O)=CC=C(O)C=C1 (hydroquinone), OC1=CC2=CC=C(C=C2C=C1)O (2,6-dihydroxynaphthalene), 4,4'-dihydroxy-2,5-dihydroxydiphenyl ether, OC1=C(C=CC=C1)CC1=C(C=CC=C1)O (bis-(2-hydroxyphenyl)methane), 5'-chloro-2,4'-dihydroxydiphenyl sulfone, CC=1C=C(C=C(C1O)C)C(C)(C)C1=CC(=C(C(=C1)C)O)C (2,2-bis-(3,5-dimethyl-4-hydroxyphenyl)propane), OC1=CC=C(C=C1)C(C)C1=CC=C(C=C1)O (1,1-bis(4-hydroxyphenyl)ethane), C1=CC=C(C(=C1)O)S(=O)(=O)C2=CC=C(C=C2)O (2,4'-dihydroxydiphenyl sulfone), OC1=CC=C(C=C1)C(CC)(CC)C1=CC=C(C=C1)O (3,3-bis(4-hydroxyphenyl)pentane), OC1=CC=C(C=C1[N+](=O)[O-])CC1=CC=C(C(=C1)[N+](=O)[O-])O (bis-(4-hydroxy-5-nitrophenyl)methane), C1(O)=CC(O)=CC=C1 (resorcinol), C1=CC(=CC=C1O)OC2=CC=C(C=C2)O (4,4'-dihydroxydiphenyl ether), 4,4'-dihydroxy-3,3'-dichlorodiphenyl ether, C1=CC=C(C(=C1)CC2=CC=C(C=C2)O)O (2,4'-dihydroxydiphenylmethane), C(C)C=1C=C(C=C(C1O)CC)S(=O)(=O)C1=CC(=C(C(=C1)CC)O)CC (bis-(3,5-diethyl-4-hydroxyphenyl)sulfone), bis-(4-hydroxydiphenyl)sulfone, bis-(4-hydroxyphenyl)diphenyl sulfone, OC1=CC=C(C=C1)C(C)(CCC)C1=CC=C(C=C1)O (2,2-bis-(4-hydroxyphenyl)pentane), OC1=CC=C(C=C1)CC1=CC=C(C=C1)O (bis-(4-hydroxyphenyl)methane). The product is OC1=CC=C(C=C1)C(C)(C)C1=CC=C(C=C1)O (2,2-bis(4-hydroxyphenyl)propane). As a reaction SMILES: [C:1]1([CH:8]=[CH:7][C:5]([OH:6])=[CH:4][CH:3]=1)O.[C:9]1([CH:16]=[CH:15][CH:14]=[C:12]([OH:13])[CH:11]=1)O.O[C:18]1[CH:23]=CC(C(C2C=CC(O)=CC=2)(CCC)C)=C[CH:19]=1.C1C=C(CC2C=CC(O)=CC=2)C(O)=CC=1.OC1C=CC=CC=1CC1C=CC=CC=1O.OC1C=CC(CC2C=CC(O)=CC=2)=CC=1.OC1C([N+]([O-])=O)=CC(CC2C=C([N+]([O-])=O)C(O)=CC=2)=CC=1.OC1C=CC(C(C2C=CC(O)=CC=2)C)=CC=1.OC1C=CC(C(C2C=CC(O)=CC=2)(CC)CC)=CC=1.OC1C=CC2C(=CC=C(O)C=2)C=1.C(C1C=C(S(C2C=C(CC)C(O)=C(CC)C=2)(=O)=O)C=C(CC)C=1O)C.CC1C=C(C(C2C=C(C)C(O)=C(C)C=2)(C)C)C=C(C)C=1O.C1C=C(O)C(S(C2C=CC(O)=CC=2)(=O)=O)=CC=1.C1C(O)=CC=C(OC2C=CC(O)=CC=2)C=1>>[OH:6][C:5]1[CH:7]=[CH:8][C:1]([C:18]([C:16]2[CH:15]=[CH:14][C:12]([OH:13])=[CH:11][CH:9]=2)([CH3:23])[CH3:19])=[CH:3][CH:4]=1. Procedure details: hydroquinone; resorcinol; 2,2-bis-(4-hydroxyphenyl)pentane; 2,4'-dihydroxydiphenylmethane; bis-(2-hydroxyphenyl)methane; bis-(4-hydroxyphenyl)methane; bis-(4-hydroxy-5-nitrophenyl)methane; 1,1-bis(4-hydroxyphenyl)ethane; 3,3-bis(4-hydroxyphenyl)pentane; 2,2-dihydroxydiphenyl; 2,6-dihydroxynaphthalene; bis-(4-hydroxydiphenyl)sulfone; bis-(3,5-diethyl-4-hydroxyphenyl)sulfone; 2,2-bis-(3,5-dimethyl-4-hydroxyphenyl)propane; 2,4'-dihydroxydiphenyl sulfone; 5'-chloro-2,4'-dihydroxydiphenyl sulfone; bi... The product is COCCn1ccc(NC(=O)C(CC2CCCC2)c2ccc(Cl)c(Cl)c2)n1. As a reaction SMILES: [CH2:37]([Cl:38])[Cl:39].[CH3:1][O:2][CH2:3][CH2:4][n:5]1[n:6][c:7]([NH2:10])[cH:8][cH:9]1.[CH:19]1([CH2:24][CH:25]([C:26](=[O:27])[Cl:28])[c:29]2[cH:30][c:31]([Cl:36])[c:32]([Cl:35])[cH:33][cH:34]2)[CH2:20][CH2:21][CH2:22][CH2:23]1.[n:11]1[c:12]([CH3:13])[cH:14][cH:15][cH:16][c:17]1[CH3:18]>>[CH3:1][O:2][CH2:3][CH2:4][n:5]1[n:6][c:7]([NH:10][C:26]([CH:25]([CH2:24][CH:19]2[CH2:20][CH2:21][CH2:22][CH2:23]2)[c:29]2[cH:30][c:31]([Cl:36])[c:32]([Cl:35])[cH:33][cH:34]2)=[O:27])[cH:8][cH:9]1. The reactants are ClCCl, COCCn1ccc(N)n1, O=C(Cl)C(CC1CCCC1)c1ccc(Cl)c(Cl)c1, Cc1cccc(C)n1.